Dataset: the Open Reaction Database (ORD), a public repository of structured organic reaction records. Task: describe an organic reaction: reactants, conditions, products, and yield Reactants: C1(CCCCC1)C(=O)Cl (Cyclohexanoyl chloride), N[C@@H](CCCNC(N)=N)C(=O)O ((L)-Arginine), Cl (hydrochloric acid). Solvent: [OH-].[Na+] (sodium hydroxide). Conditions: temperature 50 celsius. Product: C1(CCCCC1)C(=O)N[C@@H](CCCNC(N)=N)C(=O)O (N-cyclohexanoyl-(L)-arginine). The yield is 37.6%. RXN SMILES: [NH2:1][C@H:2]([C:10]([OH:12])=[O:11])[CH2:3][CH2:4][CH2:5][NH:6][C:7](=[NH:9])[NH2:8].[CH:13]1([C:19](Cl)=[O:20])[CH2:18][CH2:17][CH2:16][CH2:15][CH2:14]1.Cl>[OH-].[Na+]>[CH:13]1([C:19]([NH:1][C@H:2]([C:10]([OH:12])=[O:11])[CH2:3][CH2:4][CH2:5][NH:6][C:7](=[NH:8])[NH2:9])=[O:20])[CH2:18][CH2:17][CH2:16][CH2:15][CH2:14]1 |f:3.4|. Procedure details: (L)-Arginine (103.2 g., 0.6 mole) was dissolved in 600 mL of 2 N sodium hydroxide. Cyclohexanoyl chloride (87 mL, 0.6 mole) was added dropwise to the mixture. The reaction mixture was maintained at 50° C. for 2 hours. The mixture was then cooled to room temperature and acidified to pH 2.3 with aqueous (4:1) hydrochloric acid. The precipitate which formed was separated by decantation. The solids were dissolved in 2 N sodium hydroxide and dried by lyophilization to furnish 64.1 g of crude N-cycloh... The reactants are C(C)C1=C2CCC(C2=CC=C1)=O (2,3-dihydro-4-ethyl-1H-inden-1-one), ClC(C(=O)O)(Cl)Cl (trichloroacetic acid), [N-]=[N+]=[N-].[Na+] (sodium azide). The solvent is ice water. The product is C(C)C1=C2CCNC(C2=CC=C1)=O (5-Ethyl-3,4-dihydro-1(2H)-isoquinolinone). The yield is 21.3%. As a reaction SMILES: [CH2:1]([C:3]1[CH:11]=[CH:10][CH:9]=[C:8]2[C:4]=1[CH2:5][CH2:6][C:7]2=[O:12])[CH3:2].ClC(Cl)(Cl)C(O)=O.[N-:20]=[N+]=[N-].[Na+]>>[CH2:1]([C:3]1[CH:11]=[CH:10][CH:9]=[C:8]2[C:4]=1[CH2:5][CH2:6][NH:20][C:7]2=[O:12])[CH3:2] |f:2.3|. Reported procedure: A mixture of 0.9 g (5.63 mmol) of 2,3-dihydro-4-ethyl-1H-inden-1-one and 20 g of trichloroacetic acid was heated at 60°-65° for 30 minutes. To this was added 2.5 g (38.3 mmol) of sodium azide and the mixture was heated at 60°-65°, under nitrogen, for 18 hours. It was poured into 200 ml of ice water and extracted with methylene chloride. The organic layer was washed with saturated sodium hydrogen carbonate, saturated sodium chloride, dried (MgSO4), and concentrated. The residue was chromatographe...